This data is from the Open Reaction Database (ORD), a public repository of structured organic reaction records. The task is: describe an organic reaction: reactants, conditions, products, and yield Reactants: CO, O=[N+]([O-])c1ccc(N2CCOCC2)c(C(F)(F)F)c1, O=[Pt]=O. The product is Nc1ccc(N2CCOCC2)c(C(F)(F)F)c1. RXN SMILES: [CH3:23][OH:24].[N+:1]([O-:2])(=[O:3])[c:4]1[cH:5][c:6]([C:16]([F:17])([F:18])[F:19])[c:7]([N:10]2[CH2:11][CH2:12][O:13][CH2:14][CH2:15]2)[cH:8][cH:9]1.[Pt:20](=[O:21])=[O:22]>>[NH2:1][c:4]1[cH:5][c:6]([C:16]([F:17])([F:18])[F:19])[c:7]([N:10]2[CH2:11][CH2:12][O:13][CH2:14][CH2:15]2)[cH:8][cH:9]1.